Dataset: the Open Reaction Database (ORD), a public repository of structured organic reaction records. Task: describe an organic reaction: reactants, conditions, products, and yield The reactants are COC(C1=CC(=CC(=C1)O)OCOC)=O (5-hydroxy-3-methoxymethoxybenzoic acid methyl ester), NC1=NN(C=C1)C (3-amino-1-methyl-1H-pyrazole), BrC=1C=CC(=NC1)S(=O)(=O)C(C)C (5-bromo-2-isopropylsulfonylpyridine), O([Si](C)(C)C(C)(C)C)C[C@@H](C)O ((2R)-1-(t-butyldimethylsiloxy)-2-hydroxypropane). Yields the product OCC(OC=1C=C(C=C(C(=O)NC2=NN(C=C2)C)C1)OC=1C=NC(=CC1)S(=O)(=O)C(C)C)C (5-(2-hydroxy-1-methyl-ethoxy)-3-(6-isopropylsulfonylpyridin-3-yloxy)-N-(1-methyl-1H-pyrazol-3-yl)benzamide). As a reaction SMILES: CO[C:3](=[O:15])[C:4]1[CH:9]=[C:8]([OH:10])[CH:7]=[C:6](OCOC)[CH:5]=1.Br[C:17]1[CH:18]=[CH:19][C:20]([S:23]([CH:26]([CH3:28])[CH3:27])(=[O:25])=[O:24])=[N:21][CH:22]=1.[O:29]([CH2:37][C@H:38]([OH:40])[CH3:39])[Si](C(C)(C)C)(C)C.[NH2:41][C:42]1[CH:46]=[CH:45][N:44]([CH3:47])[N:43]=1>>[OH:29][CH2:37][CH:38]([CH3:39])[O:40][C:6]1[CH:7]=[C:8]([O:10][C:17]2[CH:22]=[N:21][C:20]([S:23]([CH:26]([CH3:28])[CH3:27])(=[O:25])=[O:24])=[CH:19][CH:18]=2)[CH:9]=[C:4]([CH:5]=1)[C:3]([NH:41][C:42]1[CH:46]=[CH:45][N:44]([CH3:47])[N:43]=1)=[O:15]. Reported procedure: The compound of Production Example 159 was obtained as a white amorphous substance using 5-hydroxy-3-methoxymethoxybenzoic acid methyl ester, 5-bromo-2-isopropylsulfonylpyridine, (2R)-1-(t-butyldimethylsiloxy)-2-hydroxypropane and 3-amino-1-methyl-1H-pyrazole, by the same method as in Production Example 117, a corresponding method, or a combination thereof with an ordinary method.